This data is from the Open Reaction Database (ORD), a public repository of structured organic reaction records. The task is: describe an organic reaction: reactants, conditions, products, and yield The reactants are CC(C)(C)c1cc(C(=O)CBr)cc(C(C)(C)C)c1O, CC#N, [K+], [OH-], Cc1ccc([O-])c(-n2nc3ccccc3n2)c1. The product is Cc1ccc(OCC(=O)c2cc(C(C)(C)C)c(O)c(C(C)(C)C)c2)c(-n2nc3ccccc3n2)c1. RXN SMILES: [Br:1][CH2:2][C:3](=[O:4])[c:5]1[cH:6][c:7]([C:16]([CH3:17])([CH3:18])[CH3:19])[c:8]([OH:15])[c:9]([C:11]([CH3:12])([CH3:13])[CH3:14])[cH:10]1.[CH3:39][C:40]#[N:41].[K+:21].[OH-:20].[n:22]1[n:23](-[c:31]2[c:32]([O-:38])[cH:33][cH:34][c:35]([CH3:37])[cH:36]2)[n:24][c:25]2[c:26]1[cH:27][cH:28][cH:29][cH:30]2>>[CH2:2]([C:3](=[O:4])[c:5]1[cH:6][c:7]([C:16]([CH3:17])([CH3:18])[CH3:19])[c:8]([OH:15])[c:9]([C:11]([CH3:12])([CH3:13])[CH3:14])[cH:10]1)[O:38][c:32]1[c:31](-[n:23]2[n:22][c:26]3[c:25]([n:24]2)[cH:30][cH:29][cH:28][cH:27]3)[cH:36][c:35]([CH3:37])[cH:34][cH:33]1. The reactants are COC1=C(C=CC=C1)C=1N=CNC1 (4-(2-methoxyphenyl)-1H-imidazole), [H-].[Na+] (sodium hydride), BrCCCCN1C(C=2C(C1=O)=CC=CC2)=O (N-4-bromobutyl phthalimide). Product: COC1=C(C=CC=C1)C=1N=CN(C1)CCCCN (4-(2-methoxyphenyl)-1H-imidazo1-1-butanamine). The yield is 72.8%. Reaction SMILES: [CH3:1][O:2][C:3]1[CH:8]=[CH:7][CH:6]=[CH:5][C:4]=1[C:9]1[N:10]=[CH:11][NH:12][CH:13]=1.[H-].[Na+].Br[CH2:17][CH2:18][CH2:19][CH2:20][N:21]1C(=O)C2=CC=CC=C2C1=O>>[CH3:1][O:2][C:3]1[CH:8]=[CH:7][CH:6]=[CH:5][C:4]=1[C:9]1[N:10]=[CH:11][N:12]([CH2:17][CH2:18][CH2:19][CH2:20][NH2:21])[CH:13]=1 |f:1.2|. Procedure details: Using the procedure of Stage A of Example 1, 6 g of the product of Stage A, 1.99 g of sodium hydride and 9.93 g of N-4-bromobutyl phthalimide were reacted to obtain 6.15 g of the expected product. Reactants: CC(C)C[Al+]CC(C)C, O=C1CC2(CCCCC2)CCO1, CCOCC, [H-], [Na+], [OH-], O. Yields the product OC1CC2(CCCCC2)CCO1. As a reaction SMILES: [CH2:14]([Al+:15][CH2:16][CH:17]([CH3:18])[CH3:19])[CH:20]([CH3:21])[CH3:22].[CH2:1]1[C:2](=[O:12])[O:3][CH2:4][CH2:5][C:6]12[CH2:7][CH2:8][CH2:9][CH2:10][CH2:11]2.[CH3:26][CH2:27][O:28][CH2:29][CH3:30].[H-:13].[Na+:25].[OH-:24].[OH2:23]>>[CH2:1]1[CH:2]([OH:12])[O:3][CH2:4][CH2:5][C:6]12[CH2:7][CH2:8][CH2:9][CH2:10][CH2:11]2. The reactants are O=C([O-])[O-], Cc1ccccc1B(O)O, CSc1sc(C(N)=O)cc1S(=O)(=O)c1ccc(N)c(Br)c1, [Na+], [Na+], c1ccc(P(c2ccccc2)(c2ccccc2)[Pd](P(c2ccccc2)(c2ccccc2)c2ccccc2)(P(c2ccccc2)(c2ccccc2)c2ccccc2)P(c2ccccc2)(c2ccccc2)c2ccccc2)cc1. Yields the product CSc1sc(C(N)=O)cc1S(=O)(=O)c1ccc(N)c(-c2ccccc2C)c1. RXN SMILES: [C:32](=[O:33])([O-:34])[O-:35].[CH3:22][c:23]1[c:24]([B:29]([OH:30])[OH:31])[cH:25][cH:26][cH:27][cH:28]1.[NH2:1][c:2]1[c:3]([Br:21])[cH:4][c:5]([S:8](=[O:9])(=[O:10])[c:11]2[cH:12][c:13]([C:18](=[O:19])[NH2:20])[s:14][c:15]2[S:16][CH3:17])[cH:6][cH:7]1.[Na+:36].[Na+:37].[cH:38]1[cH:39][cH:40][c:41]([P:42]([Pd:43]([P:44]([c:45]2[cH:46][cH:47][cH:48][cH:49][cH:50]2)([c:51]2[cH:52][cH:53][cH:54][cH:55][cH:56]2)[c:57]2[cH:58][cH:59][cH:60][cH:61][cH:62]2)([P:63]([c:64]2[cH:65][cH:66][cH:67][cH:68][cH:69]2)([c:70]2[cH:71][cH:72][cH:73][cH:74][cH:75]2)[c:76]2[cH:77][cH:78][cH:79][cH:80][cH:81]2)[P:82]([c:83]2[cH:84][cH:85][cH:86][cH:87][cH:88]2)([c:89]2[cH:90][cH:91][cH:92][cH:93][cH:94]2)[c:95]2[cH:96][cH:97][cH:98][cH:99][cH:100]2)([c:101]2[cH:102][cH:103][cH:104][cH:105][cH:106]2)[c:107]2[cH:108][cH:109][cH:110][cH:111][cH:112]2)[cH:113][cH:114]1>>[NH2:1][c:2]1[c:3](-[c:24]2[c:23]([CH3:22])[cH:28][cH:27][cH:26][cH:25]2)[cH:4][c:5]([S:8](=[O:9])(=[O:10])[c:11]2[cH:12][c:13]([C:18](=[O:19])[NH2:20])[s:14][c:15]2[S:16][CH3:17])[cH:6][cH:7]1. Reactants: CCCCC(=O)Cl, ClCCl, CCCCCOc1cc(C(=O)O)ccc1N, O, c1ccncc1. Product: CCCCCOc1cc(C(=O)O)ccc1NC(=O)CCCC. Reaction SMILES: [C:26]([CH2:27][CH2:28][CH2:29][CH3:30])(=[O:31])[Cl:32].[CH2:17]([Cl:18])[Cl:19].[NH2:1][c:2]1[c:3]([O:11][CH2:12][CH2:13][CH2:14][CH2:15][CH3:16])[cH:4][c:5]([C:6](=[O:7])[OH:8])[cH:9][cH:10]1.[OH2:33].[cH:20]1[cH:21][cH:22][n:23][cH:24][cH:25]1>>[NH:1]([c:2]1[c:3]([O:11][CH2:12][CH2:13][CH2:14][CH2:15][CH3:16])[cH:4][c:5]([C:6](=[O:7])[OH:8])[cH:9][cH:10]1)[C:26]([CH2:27][CH2:28][CH2:29][CH3:30])=[O:31]. The reactants are BrCCCNC(C(C1=CC=C(C=C1)F)C1=CC=C(C=C1)F)=O (N-(3-bromopropyl)-2,2-bis(4-fluoro phenyl) acetamide), CC(C(=O)NC=1C=NC=C(C1)C1CCNCC1)C (2-methyl-N-[5-(4-piperidinyl)-3-pyridinyl]propanamide). Yields the product FC1=CC=C(C=C1)C(C(=O)NCCCN1CCC(CC1)C=1C=C(C=NC1)NC(C(C)C)=O)C1=CC=C(C=C1)F (N-{5-[1-(3-{[bis(4-fluorophenyl)acetyl]amino}propyl)-4-piperidinyl]-3-pyridinyl}-2-methyl propanamide). RXN SMILES: Br[CH2:2][CH2:3][CH2:4][NH:5][C:6](=[O:22])[CH:7]([C:15]1[CH:20]=[CH:19][C:18]([F:21])=[CH:17][CH:16]=1)[C:8]1[CH:13]=[CH:12][C:11]([F:14])=[CH:10][CH:9]=1.[CH3:23][CH:24]([CH3:40])[C:25]([NH:27][C:28]1[CH:29]=[N:30][CH:31]=[C:32]([CH:34]2[CH2:39][CH2:38][NH:37][CH2:36][CH2:35]2)[CH:33]=1)=[O:26]>>[F:14][C:11]1[CH:12]=[CH:13][C:8]([CH:7]([C:15]2[CH:20]=[CH:19][C:18]([F:21])=[CH:17][CH:16]=2)[C:6]([NH:5][CH2:4][CH2:3][CH2:2][N:37]2[CH2:38][CH2:39][CH:34]([C:32]3[CH:33]=[C:28]([NH:27][C:25](=[O:26])[CH:24]([CH3:23])[CH3:40])[CH:29]=[N:30][CH:31]=3)[CH2:35][CH2:36]2)=[O:22])=[CH:9][CH:10]=1. Procedure details: Example 172 was prepared from N-(3-bromopropyl)-2,2-bis(4-fluoro phenyl) acetamide and 2-methyl-N-[5-(4-piperidinyl)-3-pyridinyl]propanamide according to the procedures described in Scheme 14: 1H NMR (400 MHz, CDCl3) δ 8.39 (s, 1 H), 8.19 (s, 1 H), 8.17 (S, 1 H), 7.95 (s, 1 H), 7.31–7.20 (m, 5 H), 7.04–6.94 (m, 4 H), 4.82 (s, 1 H), 3.46–3.35 (m, 2 H), 2.98–2.92 (m, 2 H), 2.62–2.48 (m, 2 H), 2.48–2.38 (m, 2 H), 2.09–1.95 (m, 2 H), 1.87–1.76 (m, 2 H), 1.76–1.55 (m, 4 H), 1.25 (d, 6 H, J=7.6 Hz); E... Starting materials: O=Cc1cccc2ccccc12, FC(F)(F)c1nnc2ccc(N3CCNCC3)nn12. Product: FC(F)(F)c1nnc2ccc(N3CCN(Cc4cccc5ccccc45)CC3)nn12. Reaction SMILES: [CH:20](=[O:21])[c:22]1[cH:23][cH:24][cH:25][c:26]2[cH:27][cH:28][cH:29][cH:30][c:31]12.[N:1]1([c:7]2[cH:8][cH:9][c:10]3[n:11]([n:12]2)[c:13]([C:16]([F:17])([F:18])[F:19])[n:14][n:15]3)[CH2:2][CH2:3][NH:4][CH2:5][CH2:6]1>>[N:1]1([c:7]2[cH:8][cH:9][c:10]3[n:11]([n:12]2)[c:13]([C:16]([F:17])([F:18])[F:19])[n:14][n:15]3)[CH2:2][CH2:3][N:4]([CH2:20][c:22]2[cH:23][cH:24][cH:25][c:26]3[cH:27][cH:28][cH:29][cH:30][c:31]23)[CH2:5][CH2:6]1. The reactants are OO (H2O2), C(=O)(C(F)(F)F)OC(=O)C(F)(F)F (TFAA), C(C)NC=1N=[N+](C2=CC=3CCN(CC3C=C2N1)C)[O-] (N-Ethyl-7-methyl-6,7,8,9-tetrahydro[1,2,4]triazino[6,5-g]isoquinolin-3-amine 1-Oxide), C(=O)(C(F)(F)F)O (TFA). Solvent: N (NH3), C(Cl)Cl (DCM), C(Cl)Cl (DCM). Run at temperature 20 celsius, time 10 minute. Yields the product C(C)NC=1N=[N+](C2=CC=3CCN(CC3C=C2[N+]1[O-])C)[O-] (N-Ethyl-7-methyl-6,7,8,9-tetrahydro[1,2,4]triazino[6,5-g]isoquinolin-3-amine 1,4-Dioxide). Isolated yield 7.5%. Reaction SMILES: OO.C(OC(C(F)(F)F)=O)(C(F)(F)F)=[O:4].[CH2:16]([NH:18][C:19]1[N:20]=[N+:21]([O-:34])[C:22]2[C:31]([N:32]=1)=[CH:30][C:29]1[CH2:28][N:27]([CH3:33])[CH2:26][CH2:25][C:24]=1[CH:23]=2)[CH3:17].C(O)(C(F)(F)F)=O>C(Cl)Cl.N>[CH2:16]([NH:18][C:19]1[N:20]=[N+:21]([O-:34])[C:22]2[C:31]([N+:32]=1[O-:4])=[CH:30][C:29]1[CH2:28][N:27]([CH3:33])[CH2:26][CH2:25][C:24]=1[CH:23]=2)[CH3:17]. Reported procedure: H2O2 (70%, 1.7 mL, ca. 17 mmol) was added dropwise to a stirred solution of TFAA (2.4 mL, 17 mmol) in DCM (15 mL) at 0° C. The solution was stirred at 20° C. for 10 min, then cooled to 0° C., added to a solution of 1-oxide 258 (440 mg, 1.7 mmol) and TFA (0.66 mL, 8.5 mmol) in DCM (15 mL) at 0° C. The solution was stirred at 20° C. for 4 h, diluted with dilute aqueous NH3 solution (80 mL) and extracted with DCM (4×125 mL). The combined organic fraction was dried and the solvent evaporated. The re...